This data is from the Open Reaction Database (ORD), a public repository of structured organic reaction records. The task is: describe an organic reaction: reactants, conditions, products, and yield Starting materials: OC(CP(O)(O)=O)CNO (2-hydroxy-3-(N-hydroxyamino)propylphosphonic acid), C(C)(=O)OC(C)=O (acetic anhydride). The solvent is C(=O)O (formic acid), C(=O)O (Formic acid). Product: monoammonium, C(=O)N(O)CC(CP(O)(O)=O)O (3-(N-formyl-N-hydroxyamino)-2-hydroxypropylphosphonic acid). The yield is 16.0%. RXN SMILES: [C:1](OC(=O)C)(=[O:3])C.[OH:8][CH:9]([CH2:15][NH:16][OH:17])[CH2:10][P:11](=[O:14])([OH:13])[OH:12]>C(O)=O>[CH:1]([N:16]([CH2:15][CH:9]([OH:8])[CH2:10][P:11](=[O:13])([OH:12])[OH:14])[OH:17])=[O:3]. Procedure details: Formic acid (300 mg.) was added dropwise to acetic anhydride (330 mg.) with stirring and the mixture was stirred for half an hour. To this solution were added 2-hydroxy-3-(N-hydroxyamino)propylphosphonic acid (430 mg.) and then formic acid (0.5 ml.), and the mixture was stirred for 1.5 hours at ambient temperature and then evaporated to dryness under reduced pressure. The oily residue was dissolved in methanol (10 ml.) and adjusted to pH 6-7 with conc. aqueous ammonium hydroxide solution to give... Reactants: CCO, Nc1nc(Cl)cc(Nc2ccc(Oc3ccc4[nH]ncc4c3)c(F)c2)n1, [Na+], [Na+], O=C([O-])[O-], OB(O)c1ccccc1, Cc1ccccc1, c1ccc(P(c2ccccc2)(c2ccccc2)[Pd](P(c2ccccc2)(c2ccccc2)c2ccccc2)(P(c2ccccc2)(c2ccccc2)c2ccccc2)P(c2ccccc2)(c2ccccc2)c2ccccc2)cc1. The product is Nc1nc(Nc2ccc(Oc3ccc4[nH]ncc4c3)c(F)c2)cc(-c2ccccc2)n1. As a reaction SMILES: [CH2:42]([OH:43])[CH3:44].[NH2:1][c:2]1[n:3][c:4]([Cl:26])[cH:5][c:6]([NH:8][c:9]2[cH:10][c:11]([F:25])[c:12]([O:15][c:16]3[cH:17][c:18]4[cH:19][n:20][nH:21][c:22]4[cH:23][cH:24]3)[cH:13][cH:14]2)[n:7]1.[Na+:36].[Na+:37].[O-:38][C:39](=[O:40])[O-:41].[OH:27][B:28]([OH:29])[c:30]1[cH:31][cH:32][cH:33][cH:34][cH:35]1.[c:45]1([CH3:46])[cH:47][cH:48][cH:49][cH:50][cH:51]1.[cH:52]1[cH:53][cH:54][c:55]([P:56]([Pd:57]([P:58]([c:59]2[cH:60][cH:61][cH:62][cH:63][cH:64]2)([c:65]2[cH:66][cH:67][cH:68][cH:69][cH:70]2)[c:71]2[cH:72][cH:73][cH:74][cH:75][cH:76]2)([P:77]([c:78]2[cH:79][cH:80][cH:81][cH:82][cH:83]2)([c:84]2[cH:85][cH:86][cH:87][cH:88][cH:89]2)[c:90]2[cH:91][cH:92][cH:93][cH:94][cH:95]2)[P:96]([c:97]2[cH:98][cH:99][cH:100][cH:101][cH:102]2)([c:103]2[cH:104][cH:105][cH:106][cH:107][cH:108]2)[c:109]2[cH:110][cH:111][cH:112][cH:113][cH:114]2)([c:115]2[cH:116][cH:117][cH:118][cH:119][cH:120]2)[c:121]2[cH:122][cH:123][cH:124][cH:125][cH:126]2)[cH:127][cH:128]1>>[NH2:1][c:2]1[n:3][c:4](-[c:30]2[cH:31][cH:32][cH:33][cH:34][cH:35]2)[cH:5][c:6]([NH:8][c:9]2[cH:10][c:11]([F:25])[c:12]([O:15][c:16]3[cH:17][c:18]4[cH:19][n:20][nH:21][c:22]4[cH:23][cH:24]3)[cH:13][cH:14]2)[n:7]1. The reactants are COC(=O)c1ccc(Br)c(C)c1, ClC(Cl)Cl, O=C1CCC(=O)N1Br, O. Product: COC(=O)c1ccc(Br)c(CBr)c1. As a reaction SMILES: [Br:1][c:2]1[c:3]([CH3:12])[cH:4][c:5]([C:6](=[O:7])[O:8][CH3:9])[cH:10][cH:11]1.[Cl:22][CH:23]([Cl:24])[Cl:25].[O:13]=[C:14]1[N:15]([Br:20])[C:16](=[O:17])[CH2:18][CH2:19]1.[OH2:21]>>[Br:1][c:2]1[c:3]([CH2:12][Br:20])[cH:4][c:5]([C:6](=[O:7])[O:8][CH3:9])[cH:10][cH:11]1.